From a dataset of the Open Reaction Database (ORD), a public repository of structured organic reaction records. describe an organic reaction: reactants, conditions, products, and yield Starting materials: C1(CC2=CC=CC3=CC=CC1=C23)N2CCC3(CCCN3C3=CC=CC=C3)CC2 ((RS)-8-acenaphthen-1-yl-1-phenyl-1,8-diaza-spiro[4.5]decane), C(C)OCC (diethyl ether), CO.Cl (MeOH—HCl). The product is Cl.C1(CC2=CC=CC3=CC=CC1=C23)N2CCC3(CCCN3C3=CC=CC=C3)CC2 ((RS)-8-Acenaphthen-1-yl-1-phenyl-1,8-diaza-spiro[4.5]decane hydrochloride). Yield: 91.0%. Reaction SMILES: [CH:1]1([N:13]2[CH2:28][CH2:27][C:16]3([N:20]([C:21]4[CH:26]=[CH:25][CH:24]=[CH:23][CH:22]=4)[CH2:19][CH2:18][CH2:17]3)[CH2:15][CH2:14]2)[C:11]2=[C:12]3[C:7](=[CH:8][CH:9]=[CH:10]2)[CH:6]=[CH:5][CH:4]=[C:3]3[CH2:2]1.C(OCC)C.CO.[ClH:36]>>[ClH:36].[CH:1]1([N:13]2[CH2:28][CH2:27][C:16]3([N:20]([C:21]4[CH:26]=[CH:25][CH:24]=[CH:23][CH:22]=4)[CH2:19][CH2:18][CH2:17]3)[CH2:15][CH2:14]2)[C:11]2=[C:12]3[C:7](=[CH:8][CH:9]=[CH:10]2)[CH:6]=[CH:5][CH:4]=[C:3]3[CH2:2]1 |f:2.3,4.5|. Procedure details: A stirred solution of (RS)-8-acenaphthen-1-yl-1-phenyl-1,8-diaza-spiro[4.5]decane (50 mg/see example 16) in 3N MeOH—HCl (0.2 ml) was treated with diethyl ether (5 ml). After 1 h the solid was filtered off to yield the desired product (50 mg, 91%) as a pale brown solid, m.p. 195° C and MS: m/e=369.4 (M+H+). Starting materials: Fc1ccc(Br)c(F)c1Br, O=C([O-])[O-], [Cs+], [Cs+], O=C1CCCN1, C1COCCO1, O=C(C=Cc1ccccc1)C=Cc1ccccc1, O=C(C=Cc1ccccc1)C=Cc1ccccc1, O=C(C=Cc1ccccc1)C=Cc1ccccc1, [Pd], [Pd]. The product is O=C1CCCN1c1ccc(F)c(Br)c1F. As a reaction SMILES: [Br:1][c:2]1[c:3]([F:10])[c:4]([Br:9])[c:5]([F:8])[cH:6][cH:7]1.[C:17](=[O:18])([O-:19])[O-:20].[Cs+:21].[Cs+:22].[O:11]=[C:12]1[CH2:13][CH2:14][CH2:15][NH:16]1.[O:23]1[CH2:24][CH2:25][O:26][CH2:27][CH2:28]1.[O:31]=[C:32]([CH:33]=[CH:34][c:35]1[cH:36][cH:37][cH:38][cH:39][cH:40]1)[CH:41]=[CH:42][c:43]1[cH:44][cH:45][cH:46][cH:47][cH:48]1.[O:49]=[C:50]([CH:51]=[CH:52][c:53]1[cH:54][cH:55][cH:56][cH:57][cH:58]1)[CH:59]=[CH:60][c:61]1[cH:62][cH:63][cH:64][cH:65][cH:66]1.[O:67]=[C:68]([CH:69]=[CH:70][c:71]1[cH:72][cH:73][cH:74][cH:75][cH:76]1)[CH:77]=[CH:78][c:79]1[cH:80][cH:81][cH:82][cH:83][cH:84]1.[Pd:29].[Pd:30]>>[c:2]1([N:16]2[C:12](=[O:11])[CH2:13][CH2:14][CH2:15]2)[c:3]([F:10])[c:4]([Br:9])[c:5]([F:8])[cH:6][cH:7]1. Starting materials: CC1=C(C=C(C(=C1)C(C)(C)C)O)CC(=O)O (2-methyl-4-t-butyl-5-hydroxyphenylacetic acid), S(O)(O)(=O)=O (sulfuric acid), C=C(C)C (isobutene), S(O)(O)(=O)=O (sulfuric acid). Solvent: C1(=CC=CC=C1)C (toluene). Conditions: time 3 hour. Yields the product CC1=C(C=C(C(=C1)C(C)(C)C)O)CC(=O)OC(C)(C)C (t-butyl 2-methyl-4-t-butyl-5-hydroxyphenylacetate). Yield: 96.0%. Reaction SMILES: [CH3:1][C:2]1[CH:7]=[C:6]([C:8]([CH3:11])([CH3:10])[CH3:9])[C:5]([OH:12])=[CH:4][C:3]=1[CH2:13][C:14]([OH:16])=[O:15].S(=O)(=O)(O)O.[CH2:22]=[C:23]([CH3:25])[CH3:24]>C1(C)C=CC=CC=1>[CH3:1][C:2]1[CH:7]=[C:6]([C:8]([CH3:11])([CH3:9])[CH3:10])[C:5]([OH:12])=[CH:4][C:3]=1[CH2:13][C:14]([O:16][C:23]([CH3:25])([CH3:24])[CH3:22])=[O:15]. Reported procedure: Into a 200-ml four-necked flask, were charged 22.2 g of 2-methyl-4-t-butyl-5-hydroxyphenylacetic acid, 100 ml of toluene and 1 ml of concentrated sulfuric acid, and isobutene was blown into the mixture at 50° to 60° C. for a period of 3 hours. After completion of the reaction, the reaction mixture was freed from the catalyst (sulfuric acid) by washing with water and freed from the solvent under reduced pressure to obtain 26.7 g (96% yield) of yellow t-butyl 2-methyl-4-t-butyl-5-hydroxyphenylacet... The reactants are CCCCN1C(=O)C(Cl)=C(c2ccccc2)S1(=O)=O, CC(=O)NS(=O)(=O)c1ccc(N)cc1. Reaction SMILES: [CH2:1]([CH2:2][CH2:3][CH3:4])[N:5]1[S:6](=[O:18])(=[O:19])[C:7]([c:12]2[cH:13][cH:14][cH:15][cH:16][cH:17]2)=[C:8]([Cl:11])[C:9]1=[O:10].[NH2:20][c:21]1[cH:22][cH:23][c:24]([S:27](=[O:28])(=[O:29])[NH:30][C:31]([CH3:32])=[O:33])[cH:25][cH:26]1>>[CH2:1]([CH2:2][CH2:3][CH3:4])[N:5]1[S:6](=[O:18])(=[O:19])[C:7]([c:12]2[cH:13][cH:14][cH:15][cH:16][cH:17]2)=[C:8]([NH:20][c:21]2[cH:22][cH:23][c:24]([S:27](=[O:28])(=[O:29])[NH:30][C:31]([CH3:32])=[O:33])[cH:25][cH:26]2)[C:9]1=[O:10]. Yields the product CCCCN1C(=O)C(Nc2ccc(S(=O)(=O)NC(C)=O)cc2)=C(c2ccccc2)S1(=O)=O. Starting materials: C(C1=CC=CC=C1)=C1C(NC(N1)=O)=O (benzalhydantoin), C(C=C)(=O)OCC(C)C (isobutyl acrylate), [OH-].[K+] (potassium hydroxide), CN(C)C=O (DMF). The solvent is C1(=CC=CC=C1)C (toluene). Conditions: temperature 110 celsius, time 2 hour. Product: C(C1=CC=CC=C1)=C1NC(N(C1=O)CCC(=O)OCC(C)C)=O (isobutyl 4-benzylidene-2,5-dioxo-1-imidazolidinepropionate). The yield is 81.1%. RXN SMILES: [CH:1](=[C:8]1[NH:12][C:11](=[O:13])[NH:10][C:9]1=[O:14])[C:2]1[CH:7]=[CH:6][CH:5]=[CH:4][CH:3]=1.[C:15]([O:19][CH2:20][CH:21]([CH3:23])[CH3:22])(=[O:18])[CH:16]=[CH2:17].[OH-].[K+].CN(C=O)C>C1(C)C=CC=CC=1>[CH:1](=[C:8]1[C:9](=[O:14])[N:10]([CH2:17][CH2:16][C:15]([O:19][CH2:20][CH:21]([CH3:23])[CH3:22])=[O:18])[C:11](=[O:13])[NH:12]1)[C:2]1[CH:3]=[CH:4][CH:5]=[CH:6][CH:7]=1 |f:2.3|. Procedure: 20 g (0.106 mol) of benzalhydantoin, 14.9 g (0.117 mol) of isobutyl acrylate and 1.2 g (0.02 mol) of potassium hydroxide were added to 150 ml of DMF, and the mixture was stirred at 110° C. for 2 hours. After cooling, the reaction solution was added with 300 ml of toluene and crystallized. The crystals were filtered out and dried to obtain 27.2 g of isobutyl 4-benzylidene-2,5-dioxo-1-imidazolidinepropionate (yield: 81%).